describe an organic reaction: reactants, conditions, products, and yield From a dataset of the Open Reaction Database (ORD), a public repository of structured organic reaction records. Reactants: O (water), COC(C(CCC(=O)OC)(C)C)=O (Dimethyl-2,2-dimethylglutarate), C([O-])([O-])=O.[K+].[K+] (potassium carbonate), O1CCCC1 (tetrahydrofuran). Run in CO (methanol). Reaction conditions: time 73 hour. The product is COC(C(CCC(=O)O)(C)C)=O (Methyl-4-carboxy-2,2-dimethylbutyrate). As a reaction SMILES: [CH3:1][O:2][C:3](=[O:13])[C:4]([CH3:12])([CH3:11])[CH2:5][CH2:6][C:7]([O:9]C)=[O:8].C(=O)([O-])[O-].[K+].[K+].O1CCCC1.O>CO>[CH3:1][O:2][C:3](=[O:13])[C:4]([CH3:11])([CH3:12])[CH2:5][CH2:6][C:7]([OH:9])=[O:8] |f:1.2.3|. Procedure: Dimethyl-2,2-dimethylglutarate (18.26 g, 97.0 mmol) and potassium carbonate (27.14 g, 196.4 mmol) were dissolved in 280 mL of 3:2:2 methanol:tetrahydrofuran:water. The reaction mixture was stirred at ambient temperature for 73 hours, and then concentrated in vacuo. The resulting residue was taken up in water. The aqueous phase was extracted twice with ethyl acetate, and the organic phase was discarded. The aqueous phase was then acidified with a 1.0M aqueous solution of hydrochloric acid, and ex... The reactants are COC=1C=CC(=CC1)P2(=S)SP(=S)(S2)C=3C=CC(=CC3)OC (Lawesson reagent), COC1=CC=C(C=C1)P1(SP(S1)(C1=CC=C(C=C1)OC)=S)=S (2,4-bis(4-methoxyphenyl)-1,3,2,4-dithiadiphosphetane 2,4-disulphide), C(C)N(C1=CC=C(C=C1)S(=O)(=O)N1C(CCC1)=O)CC (1-[4-(diethylamino)benzenesulphonyl]-2-pyrrolidinone). Run in C1(=CC=CC=C1)C (toluene). Product: C(C)N(C1=CC=C(C=C1)S(=O)(=O)N1C(CCC1)=S)CC (1-[4-(Diethylamino)benzenesulphonyl]-2-pyrrolidinethione). Isolated yield 50.5%. Reaction SMILES: [CH2:1]([N:3]([CH2:19][CH3:20])[C:4]1[CH:9]=[CH:8][C:7]([S:10]([N:13]2[CH2:17][CH2:16][CH2:15][C:14]2=O)(=[O:12])=[O:11])=[CH:6][CH:5]=1)[CH3:2].COC1C=CC(P2(SP(C3C=CC(OC)=CC=3)(=S)S2)=[S:30])=CC=1>C1(C)C=CC=CC=1>[CH2:1]([N:3]([CH2:19][CH3:20])[C:4]1[CH:9]=[CH:8][C:7]([S:10]([N:13]2[CH2:17][CH2:16][CH2:15][C:14]2=[S:30])(=[O:12])=[O:11])=[CH:6][CH:5]=1)[CH3:2]. Procedure: A mixture comprising 9 g of 1-[4-(diethylamino)benzenesulphonyl]-2-pyrrolidinone, prepared as in Example 2 of the European Patent published under No. 0,033,578, and 6.15 g of Lawesson reagent (or 2,4-bis(4-methoxyphenyl)-1,3,2,4-dithiadiphosphetane 2,4-disulphide) in 180 cm3 of toluene is heated to reflux for 1 hour. The mixture is allowed to return to room temperature and is evaporated to dryness, the residue is taken up in 200 cm3 of chloroform and the resulting mixture is dried, filtered on c... Reactants: CCOC(=O)CBr, O=C([O-])[O-], CN(C)C=O, CCOC(C)=O, [K+], [K+], N#Cc1ccc(O)cc1. The product is CCOC(=O)COc1ccc(C#N)cc1. Reaction SMILES: [Br:16][CH2:17][C:18](=[O:19])[O:20][CH2:21][CH3:22].[C:10](=[O:11])([O-:12])[O-:13].[CH3:23][N:24]([CH3:25])[CH:26]=[O:27].[CH3:28][CH2:29][O:30][C:31](=[O:32])[CH3:33].[K+:14].[K+:15].[OH:1][c:2]1[cH:3][cH:4][c:5]([C:6]#[N:7])[cH:8][cH:9]1>>[O:1]([c:2]1[cH:3][cH:4][c:5]([C:6]#[N:7])[cH:8][cH:9]1)[CH2:17][C:18](=[O:19])[O:20][CH2:21][CH3:22]. The reactants are OC=1C=C(C(=O)O)C=CC1OC (3-Hydroxy-4-methoxybenzoic acid), O.C1(=CC=C(C=C1)S(=O)(=O)O)C (p-Toluenesulfonic acid monohydrate). The solvent is C(C)O (ethanol). Product: OC=1C=C(C(=O)OCC)C=CC1OC (Ethyl 3-hydroxy-4-methoxybenzoate). As a reaction SMILES: [OH:1][C:2]1[CH:3]=[C:4]([CH:8]=[CH:9][C:10]=1[O:11][CH3:12])[C:5]([OH:7])=[O:6].O.[C:14]1(C)C=CC(S(O)(=O)=O)=C[CH:15]=1>C(O)C>[OH:1][C:2]1[CH:3]=[C:4]([CH:8]=[CH:9][C:10]=1[O:11][CH3:12])[C:5]([O:7][CH2:14][CH3:15])=[O:6] |f:1.2|. Reported procedure: A solution of 3-Hydroxy-4-methoxybenzoic acid (25 g, 148.67 mmol) and p-Toluenesulfonic acid monohydrate (3.17 g, 16.66 mmol) in abs ethanol (300 ml) was refluxed for 6 hours or until all the starting material is consumed. The reaction mixture was concentrated, diluted with EtOAc (60 ml) and washed with water (20 ml). The organic layer was dried over Na2SO4, filtered, concentrated, and purified by flash chromatography on a silica gel column (hex: ethyl acetate 2:1) to give the title compound. Starting materials: CO, COC(=O)c1cccc2nc(-c3ccc(-c4ccccn4)cc3F)oc12, N. Product: NC(=O)c1cccc2nc(-c3ccc(-c4ccccn4)cc3F)oc12. As a reaction SMILES: [CH3:28][OH:29].[F:1][c:2]1[c:3](-[c:14]2[o:15][c:16]3[c:17]([n:18]2)[cH:19][cH:20][cH:21][c:22]3[C:23](=[O:24])[O:25][CH3:26])[cH:4][cH:5][c:6](-[c:8]2[n:9][cH:10][cH:11][cH:12][cH:13]2)[cH:7]1.[NH3:27]>>[F:1][c:2]1[c:3](-[c:14]2[o:15][c:16]3[c:17]([n:18]2)[cH:19][cH:20][cH:21][c:22]3[C:23](=[O:24])[NH2:27])[cH:4][cH:5][c:6](-[c:8]2[n:9][cH:10][cH:11][cH:12][cH:13]2)[cH:7]1.